This data is from the Open Reaction Database (ORD), a public repository of structured organic reaction records. The task is: describe an organic reaction: reactants, conditions, products, and yield Reactants: COc1cc(CO)cc(OC)c1Br, CN(C)C=O, [H-], CI, [Na+], O. The product is COCc1cc(OC)c(Br)c(OC)c1. As a reaction SMILES: [Br:1][c:2]1[c:3]([O:12][CH3:13])[cH:4][c:5]([CH2:10][OH:11])[cH:6][c:7]1[O:8][CH3:9].[CH3:19][N:20]([CH3:21])[CH:22]=[O:23].[H-:14].[I:16][CH3:17].[Na+:15].[OH2:18]>>[Br:1][c:2]1[c:3]([O:12][CH3:13])[cH:4][c:5]([CH2:10][O:11][CH3:17])[cH:6][c:7]1[O:8][CH3:9]. The reactants are CC(=O)C1=CC=C(C=C1)N (4-aminoacetophenone), [N-]=C=O.COC([C@@H](N)CCSC)=O (methionine methyl ester isocyanate), Cl.NO (hydroxylamine hydrochloride), C(OC)(OC)OC (trimethyl orthoformate). The solvent is C1CCOC1 (THF), C1CCOC1 (THF), N1=CC=CC=C1 (pyridine). Run at time 3 hour. The product is ON=C(C)C1=CC=C(C=C1)NC(=O)NC(CCSC)C(=O)OC (N-[4-(1-hydroxyiminoethyl)phenyl]-N'-(1-methoxycarbonyl-3-methylthiopropyl)urea). Reaction SMILES: [CH3:1][C:2]([C:4]1[CH:9]=[CH:8][C:7]([NH2:10])=[CH:6][CH:5]=1)=O.[N-:11]=[C:12]=[O:13].[CH3:14][O:15][C:16](=[O:23])[C@H:17]([CH2:19][CH2:20][S:21][CH3:22])N.Cl.[NH2:25][OH:26].C(OC)(OC)OC>C1COCC1.N1C=CC=CC=1>[OH:26][N:25]=[C:2]([C:4]1[CH:9]=[CH:8][C:7]([NH:10][C:12]([NH:11][CH:17]([C:16]([O:15][CH3:14])=[O:23])[CH2:19][CH2:20][S:21][CH3:22])=[O:13])=[CH:6][CH:5]=1)[CH3:1] |f:1.2,3.4|. Procedure: A solution of 0.02 mol 4-aminoacetophenone in 40 mL THF is added dropwise to a solution of 0.02 mol of the methionine methyl ester isocyanate and 5 mL pyridine in 40 mL THF, and the reaction mixture is stirred for 3 hours. The solvent is then removed by rotary evaporator. The residue is dispersed in 50 mL CH3OH, and 0.022 mol hydroxylamine hydrochloride and 0.06 mol trimethyl orthoformate are added. The reaction mixture is heated to reflux for 1 hour. The solvent is removed by rotary evaporator.... The reactants are FC(C1=CC=C(C=C1)C=1C=CC(=NC1)N1CCNCC1)(F)F (4-(5-(4-trifluoromethylphenyl)pyridin-2-yl)piperazine), ClCC(C)=O (chloroacetone). Product: Cl.FC(C1=CC=C(C=C1)C=1C=CC(=NC1)N1CCN(CC1)CC(C)=O)(F)F (1-{4-[5-(4-Trifluoromethylphenyl)pyridin-2-yl]piperazin-1-yl}propan-2-one, hydrochloride). As a reaction SMILES: [F:1][C:2]([F:22])([F:21])[C:3]1[CH:8]=[CH:7][C:6]([C:9]2[CH:10]=[CH:11][C:12]([N:15]3[CH2:20][CH2:19][NH:18][CH2:17][CH2:16]3)=[N:13][CH:14]=2)=[CH:5][CH:4]=1.[Cl:23][CH2:24][C:25](=[O:27])[CH3:26]>>[ClH:23].[F:22][C:2]([F:1])([F:21])[C:3]1[CH:4]=[CH:5][C:6]([C:9]2[CH:10]=[CH:11][C:12]([N:15]3[CH2:20][CH2:19][N:18]([CH2:24][C:25](=[O:27])[CH3:26])[CH2:17][CH2:16]3)=[N:13][CH:14]=2)=[CH:7][CH:8]=1 |f:2.3|. Procedure details: The title compound was prepared by a similar procedure to that described in Example 55, starting from 4-(5-(4-trifluoromethylphenyl)pyridin-2-yl)piperazine and chloroacetone. Reactants: C(C)(C)(C)OC(N(CCOC1=CC=C(C=C1)[N+](=O)[O-])CC(C=1C=NC(=CC1)Cl)O[Si](C)(C)C(C)(C)C)=O ([2-(tert-butyl-dimethyl-silanyloxy)-2-(6-chloro-pyridin-3-yl)-ethyl]-[2-(4-nitro-phenoxy)-ethyl]-carbamic acid tert-butyl ester), C(=O)[O-].[NH4+] (ammonium formate). Reagents/catalysts: [Pd] (palladium-on-carbon). The solvent is CO (MeOH). Run at time 1.5 hour. Product: C(C)(C)(C)OC(N(CC(C=1C=NC=CC1)O[Si](C)(C)C(C)(C)C)CCOC1=CC=C(C=C1)N)=O ([2-(4-Amino-phenoxy)-ethyl]-[2-(tert-butyl-dimethyl-silanyloxy)-2-pyridin-3-yl-ethyl]-carbamic acid tert-butyl ester). Yield: 61.9%. Reaction SMILES: [C:1]([O:5][C:6](=[O:37])[N:7]([CH2:20][CH:21]([O:29][Si:30]([C:33]([CH3:36])([CH3:35])[CH3:34])([CH3:32])[CH3:31])[C:22]1[CH:23]=[N:24][C:25](Cl)=[CH:26][CH:27]=1)[CH2:8][CH2:9][O:10][C:11]1[CH:16]=[CH:15][C:14]([N+:17]([O-])=O)=[CH:13][CH:12]=1)([CH3:4])([CH3:3])[CH3:2].C([O-])=O.[NH4+]>CO.[Pd]>[C:1]([O:5][C:6](=[O:37])[N:7]([CH2:8][CH2:9][O:10][C:11]1[CH:16]=[CH:15][C:14]([NH2:17])=[CH:13][CH:12]=1)[CH2:20][CH:21]([O:29][Si:30]([C:33]([CH3:36])([CH3:35])[CH3:34])([CH3:32])[CH3:31])[C:22]1[CH:23]=[N:24][CH:25]=[CH:26][CH:27]=1)([CH3:2])([CH3:3])[CH3:4] |f:1.2|. Procedure details: To a stirred slurry of [2-(tert-butyl-dimethyl-silanyloxy)-2-(6-chloro-pyridin-3-yl)-ethyl]-[2-(4-nitro-phenoxy)-ethyl]-carbamic acid tert-butyl ester (530 mg) and 10% palladium-on-carbon (530 mg) in MeOH (20 mL) was added ammonium formate (1.2 g). After 1.5 h, the reaction mixture was filtered through Celite® washing with methanol and concentrated in vacuo. The residue was suspended in half-saturated aqueous sodium bicarbonate, washed with ethyl acetate (3×), the combined organic phases were dr... Starting materials: B(OC)(OC)OC (Trimethyl borate), [Li]CCCC (n-BuLi), CCCCCC (hexane), BrC1=CC=C2C=CC3=CC=CC4=CC=C1C2=C34 (1-bromopyrene), Cl (HCl). Run in O1CCCC1 (tetrahydrofuran). Reaction conditions: temperature 0 celsius, time 24 hour. Product: C1(=CC=C2C=CC3=CC=CC4=CC=C1C2=C34)B(O)O (pyren-1-ylboronic acid). The yield is 70.0%. Reaction SMILES: [Li]CCCC.CCCCCC.Br[C:13]1[C:26]2[C:27]3=[C:28]4[C:23](=[CH:24][CH:25]=2)[CH:22]=[CH:21][CH:20]=[C:19]4[CH:18]=[CH:17][C:16]3=[CH:15][CH:14]=1.[B:29](OC)([O:32]C)[O:30]C.Cl>O1CCCC1>[C:13]1([B:29]([OH:32])[OH:30])[C:26]2[C:27]3=[C:28]4[C:23](=[CH:24][CH:25]=2)[CH:22]=[CH:21][CH:20]=[C:19]4[CH:18]=[CH:17][C:16]3=[CH:15][CH:14]=1. Reported procedure: An excess of 1.6 M n-BuLi in hexane (50 mL, 80 mmol) was added to a solution of 1-bromopyrene (20.4 g, 72.6 mmol) in 500 ml dry tetrahydrofuran at −78° C. under N2. The reaction mixture was then maintained at 0° C. for 1 h before cooling to −78° C. Trimethyl borate (10.4 g, 100 mmol) was added dropwise; the solution was then warmed slowly to room temperature and stirred for 24 h. 2N HCl (150 ml) was added and then the mixture was stirred for a further 1 h. The reaction mixture was extracted with... Run in C1CCOC1 (THF), C1CCOC1 (THF), C1CCOC1 (THF). Product: [N+](=O)([O-])C1=CC=C(OC2CCN(CC2)C(=O)OC(C)(C)C)C=C1 (1,1-dimethylethyl 4-(4-nitrophenoxy)-1-piperidinecarboxylate). Conditions: temperature 23 celsius, time 30 minute. Starting materials: C(C)(C)(C)[O-].[K+] (tBuO−K+), FC1=CC=C(C=C1)[N+](=O)[O-] (4-fluoronitrobenzene), C(=O)(OC(C)(C)C)N1CCC(CC1)O (N-Boc-4-hydroxypiperidine), water ice, OC1CCNCC1 (4-hydroxypiperidine). Reaction SMILES: [C:1]([N:8]1[CH2:13][CH2:12][CH:11]([OH:14])[CH2:10][CH2:9]1)([O:3][C:4]([CH3:7])([CH3:6])[CH3:5])=[O:2].OC1CCNCC1.C([O-])(C)(C)C.[K+].F[C:29]1[CH:34]=[CH:33][C:32]([N+:35]([O-:37])=[O:36])=[CH:31][CH:30]=1>C1COCC1>[N+:35]([C:32]1[CH:33]=[CH:34][C:29]([O:14][CH:11]2[CH2:12][CH2:13][N:8]([C:1]([O:3][C:4]([CH3:7])([CH3:6])[CH3:5])=[O:2])[CH2:9][CH2:10]2)=[CH:30][CH:31]=1)([O-:37])=[O:36] |f:2.3|. Procedure details: A solution of 2.01 g (10 mmol) of N-Boc-4-hydroxypiperidine (prepared in a standard fashion starting from commercial 4-hydroxypiperidine) in 10 ml of dry THF is added dropwise to a solution of 1.23 g (11 mmol) of tBuO−K+ in 10 ml of dry THF in a three necked flask, under an inert atmosphere, cooled by an ice bath. After agitation for 30 minutes at 0° C., a solution of 1.06 ml (10 mmol) of 4-fluoronitrobenzene in 10 ml of dry THF is added dropwise. The reaction mixture is agitated for 5 hours at ... Yield: 47.0%. Starting materials: [Li+].[BH4-] (LiBH4), [Si](C)(C)(C(C)(C)C)OC1C(CN(CC1)C(=O)OC(C)(C)C)C(=O)OC (1-tert-butyl 3-methyl 4-(tert-butyldimethylsilyloxy)piperidine-1,3 dicarboxylate), C(CC(O)(C(=O)O)CC(=O)O)(=O)O (citric acid). The solvent is C1CCOC1 (THF). Conditions: time 2 hour. Yields the product [Si](C)(C)(C(C)(C)C)OC1C(CN(CC1)C(=O)OC(C)(C)C)CO (tert-butyl 4-(tert-butyldimethylsilyloxy)-3 (hydroxymethyl)piperidine-1-carboxylate). Isolated yield 100.0%. As a reaction SMILES: [Si:1]([O:8][CH:9]1[CH2:14][CH2:13][N:12]([C:15]([O:17][C:18]([CH3:21])([CH3:20])[CH3:19])=[O:16])[CH2:11][CH:10]1[C:22](OC)=[O:23])([C:4]([CH3:7])([CH3:6])[CH3:5])([CH3:3])[CH3:2].[Li+].[BH4-].C(O)(=O)CC(CC(O)=O)(C(O)=O)O>C1COCC1>[Si:1]([O:8][CH:9]1[CH2:14][CH2:13][N:12]([C:15]([O:17][C:18]([CH3:21])([CH3:20])[CH3:19])=[O:16])[CH2:11][CH:10]1[CH2:22][OH:23])([C:4]([CH3:7])([CH3:6])[CH3:5])([CH3:3])[CH3:2] |f:1.2|. Procedure: A solution of 1-tert-butyl 3-methyl 4-(tert-butyldimethylsilyloxy)piperidine-1,3 dicarboxylate from step A in THF (100 mL) was cooled at 0° C. and then LiBH4 (1.10 g, 50 mmol) was added in. After stirring for 2 hours as the solution was warmed to room temperature, the pH value was adjusted to 4 with 1M citric acid. After removal of the volatiles in vacuo, the product was extracted in ethyl acetate, washed with water and brine, dried over anhydrous sodium sulfate. Upon filtering and removal of th... Reactants: COc1nc2c(OCc3c(Cl)ccc(N(C)C(=O)CNC(=O)C=Cc4ccc(NC(C)=O)nc4)c3Cl)cccc2[nH]1, O=C([O-])[O-], CN(C)C=O, ClCc1ccccn1, Cl, [K+], [K+], O. The product is COc1nc2c(OCc3c(Cl)ccc(N(C)C(=O)CNC(=O)C=Cc4ccc(NC(C)=O)nc4)c3Cl)cccc2n1Cc1ccccn1. RXN SMILES: [C:1]([CH3:2])(=[O:3])[NH:4][c:5]1[cH:6][cH:7][c:8]([CH:11]=[CH:12][C:13](=[O:14])[NH:15][CH2:16][C:17](=[O:18])[N:19]([CH3:20])[c:21]2[c:22]([Cl:41])[c:23]([CH2:24][O:25][c:26]3[cH:27][cH:28][cH:29][c:30]4[nH:31][c:32]([O:35][CH3:36])[n:33][c:34]34)[c:37]([Cl:40])[cH:38][cH:39]2)[cH:9][n:10]1.[C:51](=[O:52])([O-:53])[O-:54].[CH3:58][N:59]([CH3:60])[CH:61]=[O:62].[Cl:43][CH2:44][c:45]1[n:46][cH:47][cH:48][cH:49][cH:50]1.[ClH:42].[K+:55].[K+:56].[OH2:57]>>[C:1]([CH3:2])(=[O:3])[NH:4][c:5]1[cH:6][cH:7][c:8]([CH:11]=[CH:12][C:13](=[O:14])[NH:15][CH2:16][C:17](=[O:18])[N:19]([CH3:20])[c:21]2[c:22]([Cl:41])[c:23]([CH2:24][O:25][c:26]3[cH:27][cH:28][cH:29][c:30]4[n:31]([CH2:44][c:45]5[n:46][cH:47][cH:48][cH:49][cH:50]5)[c:32]([O:35][CH3:36])[n:33][c:34]34)[c:37]([Cl:40])[cH:38][cH:39]2)[cH:9][n:10]1.